This data is from the Open Reaction Database (ORD), a public repository of structured organic reaction records. The task is: describe an organic reaction: reactants, conditions, products, and yield Reactants: CCC(C)(OO)OOC(C)(CC)OO (methyl ethyl ketone peroxide), CC1=C(C(O)=CC(=C1)C)O (3,5-dimethylcatechol). The product is CC1=C(O)C(=CC(=C1)O)C (2,6-dimethylhydroquinone). Reaction SMILES: CCC(OOC(OO)(CC)C)([O:5]O)C.[CH3:15][C:16]1[CH:22]=[C:21]([CH3:23])[CH:20]=[C:18]([OH:19])[C:17]=1O>>[CH3:15][C:16]1[CH:17]=[C:18]([OH:19])[CH:20]=[C:21]([CH3:23])[C:22]=1[OH:5]. Reported procedure: By following in the same manner as in Example 56 except that 11.2 g. (P=67.7) of methyl ethyl ketone peroxide was used instead of 4-methyl-2-pentanone peroxide, 4.68 g. (33.9 m.moles) of 3,5-dimethylcatechol and 2.17 g. (15.7 m.moles) of 2,6-dimethylhydroquinone were obtained. The yield of dihydric alkylphenols was 73.3%. The reactants are C(=O)C1=C(OC(CCC(=O)O)C2=C(C=CC=C2)C)C=C(C=C1)OCC1=CSC=C1 ((RS)-4-[2-formyl-5-(3-thienylmethoxy)phenoxy]-4-(2-methylphenyl)butanoic acid), Cl.C(C1=CC=CC=C1)ON (O-benzylhydroxylamine hydrochloride), N1=CC=CC=C1 (pyridine). The solvent is C(C)O (ethanol). Reaction conditions: temperature 65 celsius. The product is O.C(C1=CC=CC=C1)ON=CC1=C(OC(CCC(=O)O)C2=C(C=CC=C2)C)C=C(C=C1)OCC1=CSC=C1 ((RS)-4-[2-(benzyloxyiminomethyl)-5-(3-thienylmethoxy)phenoxy]-4-(2-methylphenyl)butanoic acid hydrate). Isolated yield 22.0%. RXN SMILES: [CH:1]([C:3]1[CH:22]=[CH:21][C:20]([O:23][CH2:24][C:25]2[CH:29]=[CH:28][S:27][CH:26]=2)=[CH:19][C:4]=1[O:5][CH:6]([C:12]1[CH:17]=[CH:16][CH:15]=[CH:14][C:13]=1[CH3:18])[CH2:7][CH2:8][C:9]([OH:11])=[O:10])=[O:2].Cl.[CH2:31]([O:38][NH2:39])[C:32]1[CH:37]=[CH:36][CH:35]=[CH:34][CH:33]=1.N1C=CC=CC=1>C(O)C>[OH2:2].[CH2:31]([O:38][N:39]=[CH:1][C:3]1[CH:22]=[CH:21][C:20]([O:23][CH2:24][C:25]2[CH:29]=[CH:28][S:27][CH:26]=2)=[CH:19][C:4]=1[O:5][CH:6]([C:12]1[CH:17]=[CH:16][CH:15]=[CH:14][C:13]=1[CH3:18])[CH2:7][CH2:8][C:9]([OH:11])=[O:10])[C:32]1[CH:37]=[CH:36][CH:35]=[CH:34][CH:33]=1 |f:1.2,5.6|. Procedure details: A mixture of (RS)-4-[2-formyl-5-(3-thienylmethoxy)phenoxy]-4-(2-methylphenyl)butanoic acid (0.7 g), O-benzylhydroxylamine hydrochloride (0.48 g) and pyridine (1 mL) in ethanol (50 mL) is heated at 65° C. for 5 hours. The reaction mixture is evaporated. The residue is dissolved dichloromethane (80 mL), washed with 1 N hydrochloric acid, then with water, dried over magnesium sulphate and evaporated. The resulting oil is purified by flash chromatography on silica eluting with a mixture of dichlorom...